From a dataset of the Open Reaction Database (ORD), a public repository of structured organic reaction records. describe an organic reaction: reactants, conditions, products, and yield RXN SMILES: [C:1]([C:4]1[CH:12]=[CH:11][C:7]([C:8](O)=[O:9])=[CH:6][CH:5]=1)(=[O:3])[CH3:2].[CH3:13][NH:14][CH3:15].Cl.CN(C)CCCN=C=NCC.O.ON1C2C=CC=CC=2N=N1.C(N(CC)C(C)C)(C)C>CC#N>[C:1]([C:4]1[CH:12]=[CH:11][C:7]([C:8]([N:14]([CH3:15])[CH3:13])=[O:9])=[CH:6][CH:5]=1)(=[O:3])[CH3:2] |f:2.3,4.5|. Solvent: CC#N (CH3CN). Yield: 51.4%. The reactants are C(C)(=O)C1=CC=C(C(=O)O)C=C1 (4-acetylbenzoic acid), CNC (dimethylamine), Cl.CN(CCCN=C=NCC)C (N-(3-dimethylaminopropyl)-N′-ethylcarbodiimide hydrochloride), O.ON1N=NC2=C1C=CC=C2 (1-hydroxybenzotriazole hydrate), C(C)(C)N(C(C)C)CC (N,N-diisopropylethylamine). The product is C(C)(=O)C1=CC=C(C(=O)N(C)C)C=C1 (4-acetyl-N,N-dimethylbenzamide). Reaction conditions: time 15 hour. Reported procedure: A mixture of 4-acetylbenzoic acid (40 g, 244 mmol), 40% aqueous dimethylamine (33.0 g, 292 mmol), N-(3-dimethylaminopropyl)-N′-ethylcarbodiimide hydrochloride (56.1 g, 292 mmol), 1-hydroxybenzotriazole hydrate (44.8 g, 292 mmol) and N,N-diisopropylethylamine (85 mL, 487 mmol) in CH3CN (400 mL) was stirred at room temperature for 15 h then concentrated. The residue was dissolved in ethyl acetate (1000 mL), washed with H2O (2×200 mL), brine (200 mL), dried (MgSO4) and concentrated to provide 4-ace... The reactants are ClCC=1C(=NOC1C)C1=CC=CC=C1 (4-chloromethyl-5-methyl-3-phenyl-isoxazole), Cl (HCl), C(CCC)[Li] (n-Butyllithium), CC1=NC=C(C(=O)O)C=C1 (6-methylnicotinic acid). Solvent: C1CCOC1 (THF), C1CCOC1 (THF). Run at temperature -74 celsius, time 1 hour. Product: CC1=C(C(=NO1)C1=CC=CC=C1)CCC1=NC=C(C(=O)O)C=C1 (6-[2-(5-Methyl-3-phenyl-isoxazol-4-yl)-ethyl]-nicotinic acid). The yield is 6.5%. As a reaction SMILES: C([Li])CCC.[CH3:6][C:7]1[CH:15]=[CH:14][C:10]([C:11]([OH:13])=[O:12])=[CH:9][N:8]=1.Cl[CH2:17][C:18]1[C:19]([C:24]2[CH:29]=[CH:28][CH:27]=[CH:26][CH:25]=2)=[N:20][O:21][C:22]=1[CH3:23].Cl>C1COCC1>[CH3:23][C:22]1[O:21][N:20]=[C:19]([C:24]2[CH:25]=[CH:26][CH:27]=[CH:28][CH:29]=2)[C:18]=1[CH2:17][CH2:6][C:7]1[CH:15]=[CH:14][C:10]([C:11]([OH:13])=[O:12])=[CH:9][N:8]=1. Procedure details: n-Butyllithium solution was added dropwise to a stirred suspension of 6-methylnicotinic acid (137 mg, 1.0 mmol) in THF (3 mL) over 30 min at −74° C. After 1 h a solution of 4-chloromethyl-5-methyl-3-phenyl-isoxazole (208 mg, 1.0 mmol) in THF (3 mL) was added dropwise such that the temperature did not exceed −68° C. The reaction mixture was stirred at −74° C. for 1 h, then HCl (1 N, 10 mL) added and the reaction mixture warmed to room temperature and extracted with ethyl acetate. The combined org... The reactants are OC(C)(C)C1=CC=C(C=C1)C=C (1-(1-hydroxy-1-methylethyl)-4-ethenyl-benzene), N1=CC=CC=C1 (pyridine), C(C)(=O)Cl (acetyl chloride). Solvent: ClCCl (dichloromethane), ClCCl (dichloromethane), ClCCl (dichloromethane). Product: C(C)(=O)OC(C)(C)C1=CC=C(C=C1)C=C (1-(1-acetoxy-1-methylethyl)-4-ethenylbenzene). Isolated yield 48.0%. RXN SMILES: [OH:1][C:2]([C:5]1[CH:10]=[CH:9][C:8]([CH:11]=[CH2:12])=[CH:7][CH:6]=1)([CH3:4])[CH3:3].N1C=CC=CC=1.[C:19](Cl)(=[O:21])[CH3:20]>ClCCl>[C:19]([O:1][C:2]([C:5]1[CH:6]=[CH:7][C:8]([CH:11]=[CH2:12])=[CH:9][CH:10]=1)([CH3:4])[CH3:3])(=[O:21])[CH3:20]. Reported procedure: A mixture of 6.7 g of 1-(1-hydroxy-1-methylethyl)-4-ethenyl-benzene and 4.0 g of pyridine in 100 ml of dichloromethane was stirred while 4.0 g of acetyl chloride in 20 ml of dichloromethane was added dropwise. After the addition was complete, the mixture was refluxed gently overnight. After cooling, an additional 30 ml of dichloromethane was added and the mixture was then washed with 50 m) of cold 5% aqueous HCl, and then several times with 30 ml portions of water. After drying over magnesium su...